This data is from the Open Reaction Database (ORD), a public repository of structured organic reaction records. The task is: describe an organic reaction: reactants, conditions, products, and yield Reactants: CO, CCN(C(C)C)C(C)C, COC(=O)Cl, ClCCl, Cl, CNC(=O)c1cc(F)c(-c2nc3cc(C)ccc3n2CC2CN(C(=O)OC(C)(C)C)CCO2)c(F)c1. Yields the product CNC(=O)c1cc(F)c(-c2nc3cc(C)ccc3n2CC2CN(C(=O)OC)CCO2)c(F)c1. RXN SMILES: [CH3:55][OH:56].[CH:38]([N:39]([CH:40]([CH3:41])[CH3:42])[CH2:43][CH3:44])([CH3:45])[CH3:46].[Cl:47][C:48]([O:49][CH3:50])=[O:51].[Cl:52][CH2:53][Cl:54].[ClH:37].[F:1][c:2]1[c:3](-[c:13]2[n:14][c:15]3[c:16]([n:17]2[CH2:18][CH:19]2[O:20][CH2:21][CH2:22][N:23]([C:25](=[O:26])[O:27][C:28]([CH3:29])([CH3:30])[CH3:31])[CH2:24]2)[cH:32][cH:33][c:34]([CH3:36])[cH:35]3)[c:4]([F:12])[cH:5][c:6]([C:8]([NH:9][CH3:10])=[O:11])[cH:7]1>>[F:1][c:2]1[c:3](-[c:13]2[n:14][c:15]3[c:16]([n:17]2[CH2:18][CH:19]2[O:20][CH2:21][CH2:22][N:23]([C:25](=[O:26])[O:27][CH3:28])[CH2:24]2)[cH:32][cH:33][c:34]([CH3:36])[cH:35]3)[c:4]([F:12])[cH:5][c:6]([C:8]([NH:9][CH3:10])=[O:11])[cH:7]1.